From a dataset of the Open Reaction Database (ORD), a public repository of structured organic reaction records. describe an organic reaction: reactants, conditions, products, and yield Reactants: ClCCOC1=C(C=CC=C1)C1(CCC1)NC=1C(N(C=CN1)C=1C=C(C(=O)NC2CC2)C=CC1C)=O (3-(3-(1-(2-(2-chloroethoxy)phenyl)cyclobutylamino)-2-oxopyrazin-1(2H)-yl)-N-cyclopropyl-4-methylbenzamide), CN (methylamine). Product: C1(CC1)NC(C1=CC(=C(C=C1)C)N1C(C(=NC=C1)NC1(CCC1)C1=C(C=CC=C1)OCCNC)=O)=O (N-Cyclopropyl-4-methyl-3-[3-[[1-[2-[2-(methylamino)ethoxy]phenyl]cyclobutyl]amino]-2-oxo-1(2H)-pyrazinyl]-benzamide). RXN SMILES: Cl[CH2:2][CH2:3][O:4][C:5]1[CH:10]=[CH:9][CH:8]=[CH:7][C:6]=1[C:11]1([NH:15][C:16]2[C:17](=[O:35])[N:18]([C:22]3[CH:23]=[C:24]([CH:31]=[CH:32][C:33]=3[CH3:34])[C:25]([NH:27][CH:28]3[CH2:30][CH2:29]3)=[O:26])[CH:19]=[CH:20][N:21]=2)[CH2:14][CH2:13][CH2:12]1.[CH3:36][NH2:37]>>[CH:28]1([NH:27][C:25](=[O:26])[C:24]2[CH:31]=[CH:32][C:33]([CH3:34])=[C:22]([N:18]3[CH:19]=[CH:20][N:21]=[C:16]([NH:15][C:11]4([C:6]5[CH:7]=[CH:8][CH:9]=[CH:10][C:5]=5[O:4][CH2:3][CH2:2][NH:37][CH3:36])[CH2:14][CH2:13][CH2:12]4)[C:17]3=[O:35])[CH:23]=2)[CH2:30][CH2:29]1. Procedure: The title product was prepared from 3-(3-(1-(2-(2-chloroethoxy)phenyl)cyclobutylamino)-2-oxopyrazin-1(2H)-yl)-N-cyclopropyl-4-methylbenzamide (Example 268g) and methylamine using a similar method to that described for example 167f. Reactants: cuprous chloride, Cl (hydrochloric acid), diazonium salts, NC1=C(C=NN1C1=NC=CC=C1)C(=O)OCC (Ethyl 5-amino-1-(2-pyridinyl)-1H-pyrazole-4-carboxylate), Cl (hydrochloric acid), N(=O)[O-].[Na+] (sodium nitrite), [OH-].[NH4+] (ammonium hydroxide). The solvent is O (water), O (water). Reaction conditions: time 30 minute. Product: ClC1=C(C=NN1C1=NC=CC=C1)C(=O)OCC (Ethyl 5-chloro-1-(2-pyridinyl)-1H-pyrazole-4-carboxylate). As a reaction SMILES: N[C:2]1[N:6]([C:7]2[CH:12]=[CH:11][CH:10]=[CH:9][N:8]=2)[N:5]=[CH:4][C:3]=1[C:13]([O:15][CH2:16][CH3:17])=[O:14].N([O-])=O.[Na+].[OH-].[NH4+].[ClH:24]>O>[Cl:24][C:2]1[N:6]([C:7]2[CH:12]=[CH:11][CH:10]=[CH:9][N:8]=2)[N:5]=[CH:4][C:3]=1[C:13]([O:15][CH2:16][CH3:17])=[O:14] |f:1.2,3.4|. Procedure: The product from Example 4, 21.6 g, was dissolved in 100 mL of concentrated hydrochloric acid at 0° C. To this resulting clear solution was added a solution of sodium nitrite, 7.3 g, in 10 mL of water at 0° C. during 15 minutes. The resulting suspension was stirred an additional 30 minutes then added portionwise during 10 minutes to a solution of cuprous chloride, 9.3 g, in 100 mL concentrated hydrochloric acid. The reaction was very exothermic and accompanied by rapid nitrogen evolution. The su... As a reaction SMILES: [C:33]([BH3-:34])#[N:35].[C:37]([OH:38])(=[O:39])[CH3:40].[CH3:41][OH:42].[Cl:1][c:2]1[cH:3][cH:4][c:5]([NH:18][CH2:19][CH:20]2[CH2:21][CH2:22][NH:23][CH2:24][CH2:25]2)[c:6]([C:7](=[O:8])[NH:9][c:10]2[n:11][cH:12][c:13]([CH3:16])[cH:14][cH:15]2)[cH:17]1.[Na+:36].[O:26]=[C:27]1[CH2:28][CH2:29][CH2:30][CH2:31][CH2:32]1.[O:43]1[CH2:44][CH2:45][CH2:46][CH2:47]1>>[Cl:1][c:2]1[cH:3][cH:4][c:5]([NH:18][CH2:19][CH:20]2[CH2:21][CH2:22][N:23]([CH:27]3[CH2:28][CH2:29][CH2:30][CH2:31][CH2:32]3)[CH2:24][CH2:25]2)[c:6]([C:7](=[O:8])[NH:9][c:10]2[n:11][cH:12][c:13]([CH3:16])[cH:14][cH:15]2)[cH:17]1. Starting materials: [BH3-]C#N, CC(=O)O, CO, Cc1ccc(NC(=O)c2cc(Cl)ccc2NCC2CCNCC2)nc1, [Na+], O=C1CCCCC1, C1CCOC1. Yields the product Cc1ccc(NC(=O)c2cc(Cl)ccc2NCC2CCN(C3CCCCC3)CC2)nc1. Reactants: O=C1CCC(=O)N1Br, ClCCl, CCc1ncnc(Cl)c1F, O. Product: CC(Br)c1ncnc(Cl)c1F. RXN SMILES: [Br:11][N:12]1[C:13](=[O:14])[CH2:15][CH2:16][C:17]1=[O:18].[Cl:19][CH2:20][Cl:21].[Cl:1][c:2]1[n:3][cH:4][n:5][c:6]([CH2:9][CH3:10])[c:7]1[F:8].[OH2:22]>>[Cl:1][c:2]1[n:3][cH:4][n:5][c:6]([CH:9]([CH3:10])[Br:11])[c:7]1[F:8].